Dataset: the Open Reaction Database (ORD), a public repository of structured organic reaction records. Task: describe an organic reaction: reactants, conditions, products, and yield Reported procedure: Acetic anhydride (8 ml) and nitric acid (70%, 1.6 mL) were heated to 50° C. for 15 minutes and cooled to room temperature. The solution was then slowly added to a suspension of 1-methyl-2-pyrrolecarboxylic acid (2.0 g, 0.02 mol) in Ac2O (12 ml) cooled to −25° C. The mixture was stirred for 30 min at −15° C., warmed to room temperature and stirred for another 20 min. The mixture was again cooled to −25° C. and the resulting precipitate collected in a funnel cooled with dry ice. The solid was wash... Yields the product CC1=C(NC=C1[N+](=O)[O-])C(=O)O (Methyl-4-nitropyrrole-2-carboxylic acid). Run at time 30 minute. Reaction SMILES: [N+:1]([O-:4])(O)=[O:2].C[N:6]1[CH:10]=[CH:9][CH:8]=[C:7]1[C:11]([OH:13])=[O:12].[CH3:14]C(OC(C)=O)=O>>[CH3:14][C:8]1[C:9]([N+:1]([O-:4])=[O:2])=[CH:10][NH:6][C:7]=1[C:11]([OH:13])=[O:12]. The reactants are [N+](=O)(O)[O-] (nitric acid), C(C)(=O)OC(C)=O (Acetic anhydride), CN1C(=CC=C1)C(=O)O (1-methyl-2-pyrrolecarboxylic acid), CC(=O)OC(=O)C (Ac2O). Starting materials: CN1CCCC1=O, CC(=O)O, CCOC(C)=O, O=c1[nH]ccn1-c1ccc(OC(F)(F)C(F)F)cc1, CC(OS(=O)(=O)C(F)(F)F)C(=O)c1ccc(F)cc1F, [H-], [Na+], C1CCOC1. Product: CC(C(=O)c1ccc(F)cc1F)n1ccn(-c2ccc(OC(F)(F)C(F)F)cc2)c1=O. RXN SMILES: [CH3:40][N:41]1[CH2:42][CH2:43][CH2:44][C:45]1=[O:46].[CH3:54][C:55](=[O:56])[OH:57].[CH3:58][CH2:59][O:60][C:61](=[O:62])[CH3:63].[F:1][C:2]([CH:3]([F:4])[F:5])([O:6][c:7]1[cH:8][cH:9][c:10](-[n:13]2[c:14](=[O:18])[nH:15][cH:16][cH:17]2)[cH:11][cH:12]1)[F:19].[F:20][c:21]1[c:22]([C:28]([CH:29]([CH3:30])[O:31][S:32]([C:33]([F:34])([F:35])[F:36])(=[O:37])=[O:38])=[O:39])[cH:23][cH:24][c:25]([F:27])[cH:26]1.[H-:47].[Na+:48].[O:49]1[CH2:50][CH2:51][CH2:52][CH2:53]1>>[F:1][C:2]([CH:3]([F:4])[F:5])([O:6][c:7]1[cH:8][cH:9][c:10](-[n:13]2[c:14](=[O:18])[n:15]([CH:29]([C:28]([c:22]3[c:21]([F:20])[cH:26][c:25]([F:27])[cH:24][cH:23]3)=[O:39])[CH3:30])[cH:16][cH:17]2)[cH:11][cH:12]1)[F:19]. The reactants are NC1=CC=C(C=C1)C=1NC(C(C(=O)O)=CC1)=O (6-(4-aminophenyl)-1,2-dihydro-2-oxonicotinic acid), C([O-])(O)=O.[K+] (potassium bicarbonate), Cl (hydrochloric acid), ClC(=O)OCC1=CC=CC=C1 (benzyl chloroformate), C([O-])(O)=O.[K+] (potassium bicarbonate), ClC(=O)OCC1=CC=CC=C1 (benzyl chloroformate), ice water. The solvent is CN(C=O)C (dimethylformamide), O (water). Yields the product C(C1=CC=CC=C1)OC(=O)NC1=CC=C(C=C1)C=1NC(C(C(=O)O)=CC1)=O (6-[4-(benzyloxycarbonylamino)phenyl]-1,2-dihydro-2-oxonicotinic acid). Isolated yield 86.4%. RXN SMILES: [NH2:1][C:2]1[CH:7]=[CH:6][C:5]([C:8]2[NH:9][C:10](=[O:17])[C:11](=[CH:15][CH:16]=2)[C:12]([OH:14])=[O:13])=[CH:4][CH:3]=1.C(=O)(O)[O-].[K+].Cl[C:24]([O:26][CH2:27][C:28]1[CH:33]=[CH:32][CH:31]=[CH:30][CH:29]=1)=[O:25].Cl>CN(C)C=O.O>[CH2:27]([O:26][C:24]([NH:1][C:2]1[CH:3]=[CH:4][C:5]([C:8]2[NH:9][C:10](=[O:17])[C:11](=[CH:15][CH:16]=2)[C:12]([OH:14])=[O:13])=[CH:6][CH:7]=1)=[O:25])[C:28]1[CH:33]=[CH:32][CH:31]=[CH:30][CH:29]=1 |f:1.2|. Procedure details: A suspension of 6.9 g (30 mmol) of 6-(4-aminophenyl)-1,2-dihydro-2-oxonicotinic acid, 10 g (100 mmol) of potassium bicarbonate, and 100 ml of water is stirred at room temperature and 300 ml of dimethylformamide is added followed by 6.0 ml (43 mmol) of benzyl chloroformate. The mixture is stirred at room temperature for 2 hrs and 6.0 ml of benzyl chloroformate and 6.0 g of potassium bicarbonate are added. The reaction is stirred overnight at room temperature and poured into 700 ml of ice water. T... Reactants: CS(C)=O, CCN(C(C)C)C(C)C, OCCCC1CCCCC1, ClCCl, O=S(=O)=O, c1ccncc1. Product: O=CCCC1CCCCC1. RXN SMILES: [CH3:11][S:12](=[O:13])[CH3:14].[CH:15]([N:16]([CH2:17][CH3:18])[CH:19]([CH3:20])[CH3:21])([CH3:22])[CH3:23].[CH:1]1([CH2:7][CH2:8][CH2:9][OH:10])[CH2:2][CH2:3][CH2:4][CH2:5][CH2:6]1.[Cl:34][CH2:35][Cl:36].[S:30](=[O:31])(=[O:32])=[O:33].[n:24]1[cH:25][cH:26][cH:27][cH:28][cH:29]1>>[CH:1]1([CH2:7][CH2:8][CH:9]=[O:10])[CH2:2][CH2:3][CH2:4][CH2:5][CH2:6]1. Reactants: CC(=O)O, [Fe], COc1cccc(C)c1[N+](=O)[O-]. Product: COc1cccc(C)c1N. RXN SMILES: [CH3:13][C:14](=[O:15])[OH:16].[Fe:17].[N+:1]([O-:2])(=[O:3])[c:4]1[c:5]([O:11][CH3:12])[cH:6][cH:7][cH:8][c:9]1[CH3:10]>>[NH2:1][c:4]1[c:5]([O:11][CH3:12])[cH:6][cH:7][cH:8][c:9]1[CH3:10]. Procedure details: The title compound was prepared as described in Example 17 starting with 2-amino-4-(4-fluorophenyl)-5,6,7,8-tetrahydropyrido[4,3-d]pyrimidine dihydrochloride hemihydrate (1.8 g, 5.5 mmol) and iodoethane (0.4 mL, 5.5 mmol) to produce 0.91 g (48%) of 2-amino-4-(4-fluorophenyl)-6-ethyl-5,6,7,8-tetrahydropyrido[4,3-d]pyrimidine. m.p. 242°-243° C. MS: 273 (HM+). IR(KBr): 3301, 3132, 2575, 1626, 1604 cm-1. 1H NMR (DMSO-d6) ∂7.63 (m,2H), 7.19 (m,2H), 4.39-3.01 (m,8H), 1.25 (t,J=2.4 Hz, 2H). The product is NC=1N=C(C2=C(N1)CCN(C2)CC)C2=CC=C(C=C2)F (2-amino-4-(4-fluorophenyl)-6-ethyl-5,6,7,8-tetrahydropyrido[4,3-d]pyrimidine). Reactants: O.Cl.Cl.NC=1N=C(C2=C(N1)CCNC2)C2=CC=C(C=C2)F.NC=2N=C(C1=C(N2)CCNC1)C1=CC=C(C=C1)F.Cl.Cl (2-amino-4-(4-fluorophenyl)-5,6,7,8-tetrahydropyrido[4,3-d]pyrimidine dihydrochloride hemihydrate), ICC (iodoethane). RXN SMILES: O.Cl.Cl.[NH2:4][C:5]1[N:6]=[C:7]([C:15]2[CH:20]=[CH:19][C:18]([F:21])=[CH:17][CH:16]=2)[C:8]2[CH2:14][NH:13][CH2:12][CH2:11][C:9]=2[N:10]=1.NC1N=[C:25](C2C=CC(F)=CC=2)[C:26]2CNCCC=2N=1.Cl.Cl.ICC>>[NH2:4][C:5]1[N:6]=[C:7]([C:15]2[CH:20]=[CH:19][C:18]([F:21])=[CH:17][CH:16]=2)[C:8]2[CH2:14][N:13]([CH2:25][CH3:26])[CH2:12][CH2:11][C:9]=2[N:10]=1 |f:0.1.2.3.4.5.6|. Yield: 60.8%. Reactants: BrC=1C=C(C2=C(C(CO2)(C)C)C1)C (5-Bromo-3,3,7-trimethyl-2,3-dihydro-benzofuran), BrC=1C=C(C2=C(C(CO2)(C)C)C1)C (5-Bromo-3,3,7-trimethyl-2,3-dihydro-benzofuran), C(C1=CC=CC=C1)(C1=CC=CC=C1)=N (benzophenone imine), CC(C)([O-])C.[Na+] (sodium-tert-butoxide), C1(=CC=CC=C1)C (toluene). Reagents/catalysts: C=1C=CC(=CC1)/C=C/C(=O)/C=C/C2=CC=CC=C2.C=1C=CC(=CC1)/C=C/C(=O)/C=C/C2=CC=CC=C2.C=1C=CC(=CC1)/C=C/C(=O)/C=C/C2=CC=CC=C2.[Pd].[Pd] (tris(dibenzylideneacetone)dipalladium(0)), C1=CC=C(C=C1)P(C2=CC=CC=C2)C3=C(C4=CC=CC=C4C=C3)C5=C(C=CC6=CC=CC=C65)P(C7=CC=CC=C7)C8=CC=CC=C8 ((S)-(-)-2,2'-bis(diphenylphosphino)-1,1'-binaphthyl). Run in C(C)OCC (diethyl ether). Reaction conditions: temperature 80 celsius, time 0.5 hour. The product is BrC=1C=C(C2=C(C(CO2)(C)C)C1)C(C)C (5-Bromo-3 3-dimethyl-7-isopropyl-2,3-dihydro-benzofuran). The yield is 36.0%. RXN SMILES: [Br:1][C:2]1[CH:3]=C(C)C2OCC(C)(C)C=2[CH:12]=1.[C:14](=N)(C1C=CC=CC=1)[C:15]1[CH:20]=CC=C[CH:16]=1.[CH3:28][C:29](C)([O-:31])[CH3:30].[Na+].[C:34]1(C)[CH:39]=CC=C[CH:35]=1>C(OCC)C.C1C=CC(/C=C/C(/C=C/C2C=CC=CC=2)=O)=CC=1.C1C=CC(/C=C/C(/C=C/C2C=CC=CC=2)=O)=CC=1.C1C=CC(/C=C/C(/C=C/C2C=CC=CC=2)=O)=CC=1.[Pd].[Pd].C1C=CC(P(C2C=CC3C(=CC=CC=3)C=2C2C3C(=CC=CC=3)C=CC=2P(C2C=CC=CC=2)C2C=CC=CC=2)C2C=CC=CC=2)=CC=1>[Br:1][C:2]1[CH:12]=[C:28]([CH:34]([CH3:39])[CH3:35])[C:29]2[O:31][CH2:14][C:15]([CH3:20])([CH3:16])[C:30]=2[CH:3]=1 |f:2.3,6.7.8.9.10|. Procedure details: A solution of 5-bromo-3,3,7-trimethyl-2,3-dihydro-benzofuran (Compound 7, 0.6 g, 2.5 mmol), benzophenone imine (0.54 g, 3 mmol), sodium-tert-butoxide (0.34 g, 3.5 mmol), tris(dibenzylideneacetone)dipalladium(0) (0.014 g, 0.01 5 mmol) and (S)-(-)-2,2'-bis(diphenylphosphino)-1,1'-binaphthyl (0.029 g, 0.047 mmol) in 10mL of anhydrous toluene was sparged with argon and heated at 80° C. for overnight. The reaction mixture was cooled to ambient temperature, diluted with diethyl ether and filtered. The...